From a dataset of the Open Reaction Database (ORD), a public repository of structured organic reaction records. describe an organic reaction: reactants, conditions, products, and yield Starting materials: [BH4-], O=Cc1ccc(Br)cn1, C1CCOC1, CCO, [Na+], O. Product: OCc1ccc(Br)cn1. Reaction SMILES: [BH4-:10].[Br:1][c:2]1[cH:3][cH:4][c:5]([CH:8]=[O:9])[n:6][cH:7]1.[CH2:16]1[O:17][CH2:18][CH2:19][CH2:20]1.[CH3:13][CH2:14][OH:15].[Na+:11].[OH2:12]>>[Br:1][c:2]1[cH:3][cH:4][c:5]([CH2:8][OH:9])[n:6][cH:7]1. The reactants are C1CCOC1, Cc1ccccc1-c1cc(Cl)ncc1C(=O)O, [NH4+], CN(C)C=O, [OH-], O, O=S(Cl)Cl. The product is Cc1ccccc1-c1cc(Cl)ncc1C(N)=O. Reaction SMILES: [CH2:29]1[O:30][CH2:31][CH2:32][CH2:33]1.[Cl:1][c:2]1[n:3][cH:4][c:5]([C:6](=[O:7])[OH:8])[c:9](-[c:11]2[c:12]([CH3:17])[cH:13][cH:14][cH:15][cH:16]2)[cH:10]1.[NH4+:27].[O:22]=[CH:23][N:24]([CH3:25])[CH3:26].[OH-:28].[OH2:34].[S:18]([Cl:19])([Cl:20])=[O:21]>>[Cl:1][c:2]1[n:3][cH:4][c:5]([C:6](=[O:7])[NH2:24])[c:9](-[c:11]2[c:12]([CH3:17])[cH:13][cH:14][cH:15][cH:16]2)[cH:10]1.